From a dataset of the Open Reaction Database (ORD), a public repository of structured organic reaction records. describe an organic reaction: reactants, conditions, products, and yield Starting materials: C(C)(C)(C)OC(=O)N1C[C@@H]2N(C(C3=C(C=C(C=C23)CC)SC)=O)CC1 (N-(t-butoxycarbonyl)-(R)-1,3,4,10b-tetrahydro-9-ethyl-7-methylthio-pyrazino[2,1-a]isoindol-6(2H)-one), OOS(=O)[O-].[K+] (oxone), CO (MeOH). Solvent: O (water), O (water). Run at time 4 hour. The product is C(C)(C)(C)OC(=O)N1C[C@@H]2N(C(C3=C(C=C(C=C23)CC)S(=O)(=O)C)=O)CC1 (N-(t-butoxycarbonyl)-(R)-1,3,4,10b-tetrahydro-9-ethyl-7-methylsulfonyl-pyrazino[2,1-a]isoindol-6(2H)-one). Isolated yield 84.0%. RXN SMILES: [C:1]([O:5][C:6]([N:8]1[CH2:25][CH2:24][N:11]2[C:12](=[O:23])[C:13]3[C:18]([C@@H:10]2[CH2:9]1)=[CH:17][C:16]([CH2:19][CH3:20])=[CH:15][C:14]=3SC)=[O:7])([CH3:4])([CH3:3])[CH3:2].O[O:27][S:28]([O-:30])=O.[K+].[CH3:32]O>O>[C:1]([O:5][C:6]([N:8]1[CH2:25][CH2:24][N:11]2[C:12](=[O:23])[C:13]3[C:18]([C@@H:10]2[CH2:9]1)=[CH:17][C:16]([CH2:19][CH3:20])=[CH:15][C:14]=3[S:28]([CH3:32])(=[O:30])=[O:27])=[O:7])([CH3:2])([CH3:4])[CH3:3] |f:1.2|. Reported procedure: To a stirring solution of N-(t-butoxycarbonyl)-(R)-1,3,4,10b-tetrahydro-9-ethyl-7-methylthio-pyrazino[2,1-a]isoindol-6(2H)-one (42 mg, 0.12 mmol) in dry MeOH (0.75 mL) and water (0.75 mL) was added oxone (93 mg, 0.15 mmol). The reaction was stirred for 4 h and then diluted with water. The reaction was extracted with EtOAc (3×5 mL). The organic layers were combined, dried over Na2SO4, and conc in vacuo to a yellow oil. The oil was purified by flash chromatography (SiO2, 0-50% EtOAc in hexanes) to... Reactants: FC(S(=O)(=O)OC1=CC=C(C=C1)C(=C1CC(CC(C1)(C)C)(C)C)C1=CC=C(C=C1)F)(F)F (4-[(4-Fluorophenyl)(3,3,5,5-tetramethylcyclohexylidene)methyl]phenyl trifluoromethanesulfonate), O1C(=CC=C1)B(O)O (2-furanylboronic acid), PdCl2 (Ph3P)2, C(=O)([O-])[O-].[Na+].[Na+] (Na2CO3). The solvent is C1CCOC1 (THF). Conditions: temperature 120 celsius. Product: FC1=CC=C(C=C1)C(C1=CC=C(C=C1)C=1OC=CC1)=C1CC(CC(C1)(C)C)(C)C (2-{4-[(4-Fluorophenyl)(3,3,5,5-tetramethylcyclohexylidene)methyl]phenyl}furan). Yield: 80.7%. As a reaction SMILES: FC(F)(F)S(O[C:7]1[CH:12]=[CH:11][C:10]([C:13]([C:24]2[CH:29]=[CH:28][C:27]([F:30])=[CH:26][CH:25]=2)=[C:14]2[CH2:19][C:18]([CH3:21])([CH3:20])[CH2:17][C:16]([CH3:23])([CH3:22])[CH2:15]2)=[CH:9][CH:8]=1)(=O)=O.C([O-])([O-])=O.[Na+].[Na+].[O:39]1[CH:43]=[CH:42][CH:41]=[C:40]1B(O)O>C1COCC1>[F:30][C:27]1[CH:26]=[CH:25][C:24]([C:13](=[C:14]2[CH2:15][C:16]([CH3:22])([CH3:23])[CH2:17][C:18]([CH3:20])([CH3:21])[CH2:19]2)[C:10]2[CH:9]=[CH:8][C:7]([C:40]3[O:39][CH:43]=[CH:42][CH:41]=3)=[CH:12][CH:11]=2)=[CH:29][CH:28]=1 |f:1.2.3|. Procedure: The Suzuki procedure described for 28 was utilized using triflate 25 (150 mg, 0.319 mmol), PdCl2 (Ph3P)2 (23 mg, 0.032 mmol), 2 N aqueous Na2CO3 (1.6 mL, 3.2 mmol), 2-furanylboronic acid (179 mg, 1.6 mmol), and THF (2 mL). The mixture was heated at 120° C. for 15 min using microwave conditions. Standard work-up followed by purification gave 100 mg (81%) of the title product 30 as an off-white solid. 1H NMR (400 MHz, CDCl3): δ 7.58 (d, J=8.4 Hz, 2H), 7.44 (s, 1H), 7.18-7.12 (m, 4H), 6.96 (t, J=8.... As a reaction SMILES: FC(F)(F)[C:3]([O-:5])=[O:4].[CH:8]1([C@H:14]2[C:47](=[O:48])[N:46]3[CH2:49][C@@H:43]([CH2:44][C@H:45]3[C:50](=[O:67])[NH:51][C@:52]3([C:57](=[O:66])[NH:58][S:59]([C:62]4([CH3:65])[CH2:64][CH2:63]4)(=[O:61])=[O:60])[CH2:54][C@H:53]3[CH:55]=[CH2:56])[O:42][C:26]3=[N:27][C:28]4[CH:29]=[CH:30][CH:31]=[CH:32][C:33]=4[C:34]([O:35][CH:36]4[CH2:41][CH2:40][NH2+:39][CH2:38][CH2:37]4)=[C:25]3[CH2:24][CH2:23][CH2:22][CH2:21][CH2:20][C@@H:19]3[CH2:68][C@H:18]3[O:17][C:16](=[O:69])[NH:15]2)[CH2:13][CH2:12][CH2:11][CH2:10][CH2:9]1.Br[CH2:71][CH2:72][F:73]>>[CH:3]([O-:5])=[O:4].[CH:8]1([C@H:14]2[C:47](=[O:48])[N:46]3[CH2:49][C@@H:43]([CH2:44][C@H:45]3[C:50](=[O:67])[NH:51][C@:52]3([C:57](=[O:66])[NH:58][S:59]([C:62]4([CH3:65])[CH2:63][CH2:64]4)(=[O:61])=[O:60])[CH2:54][C@H:53]3[CH:55]=[CH2:56])[O:42][C:26]3=[N:27][C:28]4[CH:29]=[CH:30][CH:31]=[CH:32][C:33]=4[C:34]([O:35][CH:36]4[CH2:37][CH2:38][NH+:39]([CH2:71][CH2:72][F:73])[CH2:40][CH2:41]4)=[C:25]3[CH2:24][CH2:23][CH2:22][CH2:21][CH2:20][C@@H:19]3[CH2:68][C@H:18]3[O:17][C:16](=[O:69])[NH:15]2)[CH2:13][CH2:12][CH2:11][CH2:10][CH2:9]1 |f:0.1,3.4|. Reactants: FC(C(=O)[O-])(F)F.C1(CCCCC1)[C@@H]1NC(O[C@H]2[C@H](CCCCCC=3C(=NC=4C=CC=CC4C3OC3CC[NH2+]CC3)O[C@@H]3C[C@H](N(C1=O)C3)C(N[C@]3([C@@H](C3)C=C)C(NS(=O)(=O)C3(CC3)C)=O)=O)C2)=O (4-{[(1aR,5S,8S,10R,22aR)-5-cyclohexyl-8-{[(1R,2S)-2-ethenyl-1-{[(1-methylcyclopropyl)sulfonyl]carbamoyl}cyclopropyl]carbamoyl}-3,6-dioxo-1,1a,3,4,5,6,9,10,18,19,20,21,22,22a-tetradecahydro-8H-7,10-methanocyclopropa[18,19][1,10,3,6]dioxadiazacyclononadecino[11,12-b]quinolin-17-yl]oxy}-piperidinium trifluoroacetate), BrCCF (1-bromo-2-fluoro ethane). Yields the product C(=O)[O-].C1(CCCCC1)[C@@H]1NC(O[C@H]2[C@H](CCCCCC=3C(=NC=4C=CC=CC4C3OC3CC[NH+](CC3)CCF)O[C@@H]3C[C@H](N(C1=O)C3)C(N[C@]3([C@@H](C3)C=C)C(NS(=O)(=O)C3(CC3)C)=O)=O)C2)=O (4-{[(1aR,5S,8S,10R,22aR)-5-cyclohexyl-8-{[(1R,2S)-2-ethenyl-1-{[(1-methylcyclopropyl)sulfonyl]carbamoyl}cyclopropyl]carbamoyl}-3,6-dioxo-1,1a,3,4,5,6,9,10,18,19,20,21,22,22a-tetradecahydro-8H-7,10-methanocyclopropa[18,19][1,10,3,6]dioxadiazacyclononadecino[11,12-b]quinolin-17-yl]oxy}-1-(2-fluoroethyl)piperidinium formate). Procedure: The product from Step 1, Example 236 was reacted with 1-bromo-2-fluoro ethane as described for the synthesis of Example 237 to give Example 272. LRMS m/z 921.2 (M+H)+. The reactants are C(#N)C(C#N)=C(C(C)(C)C)O (2-cyano-3-hydroxy-4,4-dimethyl- 2-pentenenitrile), P(Cl)(Cl)(Cl)(Cl)Cl (phosphorus pentachloride), S(=O)=O (Sulfur dioxide). The solvent is C(Cl)Cl (methylene chloride). Reaction conditions: time 22 hour. Yields the product ClC(=C(C#N)C#N)C(C)(C)C (3-chloro-2-cyano-4,4-dimethyl- 2-pentenenitrile). Yield: 88.0%. RXN SMILES: [C:1]([C:3](=[C:6](O)[C:7]([CH3:10])([CH3:9])[CH3:8])[C:4]#[N:5])#[N:2].P(Cl)(Cl)(Cl)(Cl)[Cl:13].S(=O)=O>C(Cl)Cl>[Cl:13][C:6]([C:7]([CH3:10])([CH3:9])[CH3:8])=[C:3]([C:4]#[N:5])[C:1]#[N:2]. Procedure: To a solution of 69.6 g of 2-cyano-3-hydroxy-4,4-dimethyl- 2-pentenenitrile in 600 ml of methylene chloride was added in small portions 104.1 g of phosphorus pentachloride. The mixture was stirred for 22 hours at room temperature. Sulfur dioxide was passed through the mixture for 20 minutes and the mixture stirred for an additional hour. The mixture was concentrated and poured into 500 ml of ice. After stirring for 1 hour, the cold mixture was filtered, the solid was washed with cold water and d... Reactants: COCCCOc1cc(C=O)ccc1O[Si](C(C)C)(C(C)C)C(C)C, C[Mg+], [Cl-], [Cl-], [NH4+], C1CCOC1. Yields the product COCCCOc1cc(C(C)O)ccc1O[Si](C(C)C)(C(C)C)C(C)C. As a reaction SMILES: [CH3:1][O:2][CH2:3][CH2:4][CH2:5][O:6][c:7]1[cH:8][c:9]([CH:10]=[O:11])[cH:12][cH:13][c:14]1[O:15][Si:16]([CH:17]([CH3:18])[CH3:19])([CH:20]([CH3:21])[CH3:22])[CH:23]([CH3:24])[CH3:25].[CH3:27][Mg+:28].[Cl-:26].[Cl-:29].[NH4+:30].[O:31]1[CH2:32][CH2:33][CH2:34][CH2:35]1>>[CH3:1][O:2][CH2:3][CH2:4][CH2:5][O:6][c:7]1[cH:8][c:9]([CH:10]([OH:11])[CH3:27])[cH:12][cH:13][c:14]1[O:15][Si:16]([CH:17]([CH3:18])[CH3:19])([CH:20]([CH3:21])[CH3:22])[CH:23]([CH3:24])[CH3:25]. The reactants are CS(=O)(=O)C1=CC=C(C=O)C=C1 (4-methylsulfonylbenzaldehyde), CC(CC(C)=O)=O (2,4-pentanedione). The product is CS(=O)(=O)C1=CC=C(C=C1)C=C(C(C)=O)C(C)=O (3-[(4-Methylsulfonylphenyl)methylene]-2,4-pentanedione). Reaction SMILES: [CH3:1][S:2]([C:5]1[CH:12]=[CH:11][C:8]([CH:9]=O)=[CH:7][CH:6]=1)(=[O:4])=[O:3].[CH3:13][C:14](=[O:19])[CH2:15][C:16](=[O:18])[CH3:17]>>[CH3:1][S:2]([C:5]1[CH:12]=[CH:11][C:8]([CH:9]=[C:15]([C:14](=[O:19])[CH3:13])[C:16](=[O:18])[CH3:17])=[CH:7][CH:6]=1)(=[O:4])=[O:3]. Procedure: The procedure described in Example 1 was repeated by using 1.1 g of 4-methylsulfonylbenzaldehyde and 1.5 g of 2,4-pentanedione. The product was crystallized from ether, mp 139°-140° C. Starting materials: COC1=CC=C2C(C(=O)OC(N2)=O)=C1OC (5,6-dimethoxyisatoic anhydride), FC=1C=C2C(C(NC2=CC1)=O)=O (5-fluoroisatin), ClC1=CC=C2C(C(=O)OC(N2)=O)=C1 (5-chloroisatoic anhydride), N1C(=O)C(=O)C2=CC=CC=C12 (isatin). The solvent is CN(C=O)C (N,N-dimethylformamide). Yields the product COC=1C=C2C(N3C(=NC2=CC1OC)C(C1=CC=CC=C13)=O)=O (2,3-Dimethoxyindolo[2,1-b]quinazoline-6,12-dione). Isolated yield 16.0%. RXN SMILES: [CH3:1][O:2][C:3]1[C:14]([O:15][CH3:16])=[C:7]2C(O[C:11](=O)[NH:12][C:6]2=[CH:5][CH:4]=1)=O.Cl[C:18]1[CH:29]=[C:22]2[C:23]([O:25][C:26](=O)[NH:27][C:21]2=[CH:20][CH:19]=1)=[O:24].N1C2C(=CC=CC=2)C(=O)C1=O.FC1C=C2C(=CC=1)NC(=O)C2=O>CN(C)C=O>[CH3:1][O:2][C:3]1[CH:4]=[C:5]2[C:6](=[CH:7][C:14]=1[O:15][CH3:16])[N:12]=[C:11]1[C:23](=[O:24])[C:22]3[C:21]([N:27]1[C:26]2=[O:25])=[CH:20][CH:19]=[CH:18][CH:29]=3. Procedure: Using the procedure in Example 12, and substituting N-methylpyrrolidone (NMP) for N,N-dimethylformamide (DMF), 5,6-dimethoxyisatoic anhydride for 5-chloroisatoic anhydride and isatin for 5-fluoroisatin gave 367 mg (16%) of the title compound: mp 350° C. (dec); 1H NMR(CDCl3)δ 4.02-4.08 (d, 6H), 7.40-7.45 (m, 2H), 7.74-7.80 (m, 2H), 7.88-7.92 (m, 1H), 8.60-8.65 (d, 1H); MS (M+H)+ 308. Starting materials: CCOC(=O)c1nnc(N2CCC(NC(=O)c3[nH]c(C)c(Cl)c3Cl)CC2)s1, Cl, [Li+], C1COCCO1, [OH-], O. The product is Cc1[nH]c(C(=O)NC2CCN(c3nnc(C(=O)O)s3)CC2)c(Cl)c1Cl. As a reaction SMILES: [Cl:1][c:2]1[c:3]([C:9](=[O:10])[NH:11][CH:12]2[CH2:13][CH2:14][N:15]([c:18]3[n:19][n:20][c:21]([C:23](=[O:24])[O:25][CH2:26][CH3:27])[s:22]3)[CH2:16][CH2:17]2)[nH:4][c:5]([CH3:8])[c:6]1[Cl:7].[ClH:31].[Li+:28].[O:32]1[CH2:33][CH2:34][O:35][CH2:36][CH2:37]1.[OH-:29].[OH2:30]>>[Cl:1][c:2]1[c:3]([C:9](=[O:10])[NH:11][CH:12]2[CH2:13][CH2:14][N:15]([c:18]3[n:19][n:20][c:21]([C:23](=[O:24])[OH:25])[s:22]3)[CH2:16][CH2:17]2)[nH:4][c:5]([CH3:8])[c:6]1[Cl:7].